From a dataset of the Open Reaction Database (ORD), a public repository of structured organic reaction records. describe an organic reaction: reactants, conditions, products, and yield The reactants are COC(=O)C(CC=O)N1CC(C)N(C(=O)OCc2ccccc2)CCC1=O, OC1CNCCC12CC2, Cl. The product is COC(=O)C(CCN1CCC2(CC2)C(O)C1)N1CC(C)N(C(=O)OCc2ccccc2)CCC1=O. Reaction SMILES: [CH2:1]([c:2]1[cH:3][cH:4][cH:5][cH:6][cH:7]1)[O:8][C:9](=[O:10])[N:11]1[CH:12]([CH3:27])[CH2:13][N:14]([CH:19]([CH2:20][CH:21]=[O:22])[C:23](=[O:24])[O:25][CH3:26])[C:15](=[O:18])[CH2:16][CH2:17]1.[CH2:29]1[CH2:30][C:31]12[CH:32]([OH:37])[CH2:33][NH:34][CH2:35][CH2:36]2.[ClH:28]>>[CH2:1]([c:2]1[cH:3][cH:4][cH:5][cH:6][cH:7]1)[O:8][C:9](=[O:10])[N:11]1[CH:12]([CH3:27])[CH2:13][N:14]([CH:19]([CH2:20][CH2:21][N:34]2[CH2:33][CH:32]([OH:37])[C:31]3([CH2:29][CH2:30]3)[CH2:36][CH2:35]2)[C:23](=[O:24])[O:25][CH3:26])[C:15](=[O:18])[CH2:16][CH2:17]1. Product: CCOc1ccccc1CNCc1cccc(Sc2cc3cc(CC4CCOCC4)c(N)nc3cc2F)c1. The reactants are [BH4-], CCOc1ccccc1CN, CO, Nc1nc2cc(F)c(Sc3cccc(C=O)c3)cc2cc1CC1CCOCC1, [Na+], [Na+], [OH-]. RXN SMILES: [BH4-:40].[CH2:29]([CH3:30])[O:31][c:32]1[c:33]([CH2:34][NH2:35])[cH:36][cH:37][cH:38][cH:39]1.[CH3:44][OH:45].[NH2:1][c:2]1[n:3][c:4]2[cH:5][c:6]([F:28])[c:7]([S:19][c:20]3[cH:21][c:22]([CH:23]=[O:24])[cH:25][cH:26][cH:27]3)[cH:8][c:9]2[cH:10][c:11]1[CH2:12][CH:13]1[CH2:14][CH2:15][O:16][CH2:17][CH2:18]1.[Na+:41].[Na+:43].[OH-:42]>>[NH2:1][c:2]1[n:3][c:4]2[cH:5][c:6]([F:28])[c:7]([S:19][c:20]3[cH:21][c:22]([CH2:23][NH:35][CH2:34][c:33]4[c:32]([O:31][CH2:29][CH3:30])[cH:39][cH:38][cH:37][cH:36]4)[cH:25][cH:26][cH:27]3)[cH:8][c:9]2[cH:10][c:11]1[CH2:12][CH:13]1[CH2:14][CH2:15][O:16][CH2:17][CH2:18]1. Reactants: C(C)N1C(=CC2=CC=CC=C12)C1=CC=CC=C1 (1-ethyl-2-phenyl-1H-indole), [Cl-].COC=1C=C(C=[N+](C)C)C=CC1OC ((3,4-dimethoxy-benzylidene)-dimethylammonium chloride), COC=1C=C(C=O)C=CC1OC (3,4-dimethoxy-benzaldehyde), CNC (dimethylamine). Product: COC=1C=C(C=CC1OC)C(C1=C(N(C2=CC=CC=C12)CC)C1=CC=CC=C1)N(C)C ([(3,4-Dimethoxy-phenyl)-(1-ethyl-2-phenyl-1H-indol-3-yl)-methyl]-dimethyl-amine). Reaction SMILES: [CH2:1]([N:3]1[C:11]2[C:6](=[CH:7][CH:8]=[CH:9][CH:10]=2)[CH:5]=[C:4]1[C:12]1[CH:17]=[CH:16][CH:15]=[CH:14][CH:13]=1)[CH3:2].[Cl-].[CH3:19][O:20][C:21]1[CH:22]=[C:23]([CH:28]=[CH:29][C:30]=1[O:31][CH3:32])[CH:24]=[N+:25]([CH3:27])[CH3:26].COC1C=C(C=CC=1OC)C=O.CNC>>[CH3:19][O:20][C:21]1[CH:22]=[C:23]([CH:24]([N:25]([CH3:27])[CH3:26])[C:5]2[C:6]3[C:11](=[CH:10][CH:9]=[CH:8][CH:7]=3)[N:3]([CH2:1][CH3:2])[C:4]=2[C:12]2[CH:17]=[CH:16][CH:15]=[CH:14][CH:13]=2)[CH:28]=[CH:29][C:30]=1[O:31][CH3:32] |f:1.2|. Procedure details: The preparation was carried out in accordance with general synthesis instructions 4 from 1-ethyl-2-phenyl-1H-indole and (3,4-dimethoxy-benzylidene)-dimethylammonium chloride, which had been prepared in accordance with example 44 from 3,4-dimethoxy-benzaldehyde and dimethylamine. The reactants are ClC(Cl)(OC(OC(Cl)(Cl)Cl)=O)Cl (triphosgene), C1=CC=C(C=C1)NC2=CC=C(C=C2)N (4-aminodiphenylamine), CN(C1=CC=CC=C1)C (N,N-dimethylaniline), [N+](=O)([O-])C1=CC=C(C=C1)C(C)O (4-nitrophenylethanol), CN(C1=CC=CC=C1)C (N,N-dimethylaniline). Run in C(C)OCC (ethyl ether), ClCCl (dichloromethane), ClCCl (dichloromethane), ClCCl (dichloromethane), O (water), ClCCl (dichloromethane). Run at temperature 20 celsius, time 1 hour. Product: C1(=CC=CC=C1)NC1=CC=C(C=C1)NC(OCCC1=CC=C(C=C1)[N+](=O)[O-])=O (2-(4-nitrophenyl)-ethyl [4-(phenylamino)phenyl]-carbamate). Yield: 22.0%. Reaction SMILES: Cl[C:2](Cl)([O:4][C:5](=[O:11])OC(Cl)(Cl)Cl)Cl.[N+:13]([C:16]1[CH:21]=[CH:20][C:19]([CH:22](O)C)=[CH:18][CH:17]=1)([O-:15])=[O:14].CN(C)C1C=CC=CC=1.[CH:34]1[CH:39]=[CH:38][C:37]([NH:40][C:41]2[CH:46]=[CH:45][C:44]([NH2:47])=[CH:43][CH:42]=2)=[CH:36][CH:35]=1>ClCCl.C(OCC)C.O>[C:37]1([NH:40][C:41]2[CH:46]=[CH:45][C:44]([NH:47][C:5](=[O:11])[O:4][CH2:2][CH2:22][C:19]3[CH:18]=[CH:17][C:16]([N+:13]([O-:15])=[O:14])=[CH:21][CH:20]=3)=[CH:43][CH:42]=2)[CH:36]=[CH:35][CH:34]=[CH:39][CH:38]=1. Procedure: 1.18 g (3.9 mmol) of triphosgene is dissolved in 15 ml of dichloromethane in a 250 ml flask, under argon,. Using a motorized syringe, a solution of 2 g (12 mmol) of 4-nitrophenylethanol and 1.7 ml (13 mmol) of N,N-dimethylaniline in 40 ml of dichloromethane is added over 1 hour. The reaction mixture is agitated for a few minutes at 20° C. before adding in one go a solution of 2.2 g (12 mmol) of 4-aminodiphenylamine and 1.7 ml (13 mmol) of N,N-dimethylaniline in 40 ml of dichloromethane. After ag... The reactants are CCCOC(Cc1ccc(OCCCOc2ccc(Oc3ccccc3)cc2)cc1)C(=O)OCC, [Li+], [OH-]. Yields the product CCCOC(Cc1ccc(OCCCOc2ccc(Oc3ccccc3)cc2)cc1)C(=O)O. Reaction SMILES: [CH2:1]([CH3:2])[O:3][C:4]([CH:5]([CH2:6][c:7]1[cH:8][cH:9][c:10]([O:13][CH2:14][CH2:15][CH2:16][O:17][c:18]2[cH:19][cH:20][c:21]([O:24][c:25]3[cH:26][cH:27][cH:28][cH:29][cH:30]3)[cH:22][cH:23]2)[cH:11][cH:12]1)[O:31][CH2:32][CH2:33][CH3:34])=[O:35].[Li+:37].[OH-:36]>>[O:3]=[C:4]([CH:5]([CH2:6][c:7]1[cH:8][cH:9][c:10]([O:13][CH2:14][CH2:15][CH2:16][O:17][c:18]2[cH:19][cH:20][c:21]([O:24][c:25]3[cH:26][cH:27][cH:28][cH:29][cH:30]3)[cH:22][cH:23]2)[cH:11][cH:12]1)[O:31][CH2:32][CH2:33][CH3:34])[OH:35]. Starting materials: CC(C)=O, O=C(OO)c1cccc(Cl)c1, Nc1ncccc1[N+](=O)[O-]. Product: Nc1c([N+](=O)[O-])ccc[n+]1[O-]. Reaction SMILES: [CH3:22][C:23](=[O:24])[CH3:25].[Cl:11][c:12]1[cH:13][cH:14][cH:15][c:16]([C:17]([O:18][OH:20])=[O:19])[cH:21]1.[NH2:1][c:2]1[n:3][cH:4][cH:5][cH:6][c:7]1[N+:8](=[O:9])[O-:10]>>[NH2:1][c:2]1[n+:3]([O-:19])[cH:4][cH:5][cH:6][c:7]1[N+:8](=[O:9])[O-:10]. Starting materials: O.NN (Hydrazine hydrate), O1C(=CC=C1)CON1C(C=2C(C1=O)=CC=CC2)=O (N-(fur-2-ylmethoxy)phthalimide), C(Cl)Cl (methylene chloride), [OH-].[NH4+] (Ammonium hydroxide). Run at time 45 minute. The product is Cl.O1C(=CC=C1)CON (fur-2-ylmethoxyamine hydrochloride). Isolated yield 50.0%. As a reaction SMILES: O.NN.[O:4]1[CH:8]=[CH:7][CH:6]=[C:5]1[CH2:9][O:10][N:11]1C(=O)C2=CC=CC=C2C1=O.[OH-].[NH4+].C(Cl)[Cl:25]>>[ClH:25].[O:4]1[CH:8]=[CH:7][CH:6]=[C:5]1[CH2:9][O:10][NH2:11] |f:0.1,3.4,6.7|. Reported procedure: 100% Hydrazine hydrate (20 ml.) was added to a stirred solution of N-(fur-2-ylmethoxy)phthalimide (42.0 g.) in methylene chloride (600 ml.). A copious precipitate formed immediately, and the mixture was stirred for 45 min. 5N Ammonium hydroxide solution (500 ml.) was added to dissolve the precipitate, the two layers were separated, and the aqueous layer was washed twice with methylene chloride. The combined methylene chloride extracts were washed (saturated brine) and dried. Methylene chloride w...